Dataset: the Open Reaction Database (ORD), a public repository of structured organic reaction records. Task: describe an organic reaction: reactants, conditions, products, and yield Starting materials: O=C1CCCOc2ccc(Br)cc21, CC[SiH](CC)CC, CCO, O=C(O)C(F)(F)F, O=[Pt]. Product: Brc1ccc2c(c1)CCCCO2. RXN SMILES: [Br:1][c:2]1[cH:3][cH:4][c:5]2[c:6]([cH:13]1)[C:7](=[O:12])[CH2:8][CH2:9][CH2:10][O:11]2.[CH2:14]([SiH:15]([CH2:16][CH3:17])[CH2:18][CH3:19])[CH3:20].[CH3:28][CH2:29][OH:30].[OH:21][C:22]([C:23]([F:24])([F:25])[F:26])=[O:27].[Pt:31]=[O:32]>>[Br:1][c:2]1[cH:3][cH:4][c:5]2[c:6]([cH:13]1)[CH2:7][CH2:8][CH2:9][CH2:10][O:11]2. Reactants: OCC1=NN(C=C1)C1=C(C(=O)OCC)C=CC=N1 (ethyl 2-(3-(hydroxymethyl)-1H-pyrazol-1-yl)nicotinate), ClCCl (dichloromethane). The product is ClCC1=NN(C=C1)C1=C(C(=O)OCC)C=CC=N1 (Ethyl 2-(3-(chloromethyl)-1H-pyrazol-1-yl)nicotinate). Yield: 101.7%. RXN SMILES: O[CH2:2][C:3]1[CH:7]=[CH:6][N:5]([C:8]2[N:18]=[CH:17][CH:16]=[CH:15][C:9]=2[C:10]([O:12][CH2:13][CH3:14])=[O:11])[N:4]=1.[Cl:19]CCl>>[Cl:19][CH2:2][C:3]1[CH:7]=[CH:6][N:5]([C:8]2[N:18]=[CH:17][CH:16]=[CH:15][C:9]=2[C:10]([O:12][CH2:13][CH3:14])=[O:11])[N:4]=1. Procedure: To a solution of ethyl 2-(3-(hydroxymethyl)-1H-pyrazol-1-yl)nicotinate (3.76 g, 13.69 mmol) in dichloromethane (100 mL) thionyl chloride (1.1 mL, 15.07 mmol) was added dropwise under stirring. After the reaction was completed, the mixture was concentrated and purified by chromatography over silica gel (eluent CH2Cl2+0-5% methanol) to give 3.7 g of the title compound as clear oil; ESI-MS [M+H]+: 266.1. 1H-NMR (400 MHz, DMSO), δ[ppm]: 8.64 (dd, 1H), 8.49 (d, 1H), 8.13 (dd, 1H), 7.53 (dd, 1H), 6.65... Starting materials: [Br-].COC1=CC=C(CC[P+](C2=CC=CC=C2)(C2=CC=CC=C2)C2=CC=CC=C2)C=C1 (p-methoxyphenethyltriphenylphosphonium bromide), [Li]CCCC (n-BuLi), C(CC\C=C\CCCCC)=O ((E)-dec-4-enal). The product is C(C=CCC\C=C\CCCCC)C1=CC=C(C=C1)OC (1-((6E)-Dodeca-2,6-dienyl)-4-methoxybenzene). Isolated yield 47.7%. Reaction SMILES: [Br-].[CH3:2][O:3][C:4]1[CH:30]=[CH:29][C:7]([CH2:8][CH2:9][P+](C2C=CC=CC=2)(C2C=CC=CC=2)C2C=CC=CC=2)=[CH:6][CH:5]=1.[Li]CCCC.[CH:36](=O)[CH2:37][CH2:38]/[CH:39]=[CH:40]/[CH2:41][CH2:42][CH2:43][CH2:44][CH3:45]>>[CH2:8]([C:7]1[CH:6]=[CH:5][C:4]([O:3][CH3:2])=[CH:30][CH:29]=1)[CH:9]=[CH:36][CH2:37][CH2:38]/[CH:39]=[CH:40]/[CH2:41][CH2:42][CH2:43][CH2:44][CH3:45] |f:0.1|. Procedure: Starting from p-methoxyphenethyltriphenylphosphonium bromide (3.12 g, 6.54 mmol, 1.0 equiv.), n-BuLi (1.6 M in hexanes, 4.1 mL, 6.54 mmol, 1.0 equiv.) and (E)-dec-4-enal (1.51 g, 9.80 mmol, 1.5 equiv.), 0.85 g (48%) of the title compound as a colorless oil was obtained after purification by flash chromatography on SiO2 (hexanes/EtOAc 992:8). The reactants are C1CCOC1, C[Si](C)(C)[N-][Si](C)(C)C, [K+], O=C1C=c2ccccc2=N1. Yields the product O=C1N=c2ccccc2=C1O. RXN SMILES: [CH2:21]1[CH2:24][CH2:23][CH2:22][O:25]1.[CH3:11][Si:12]([N-:13][Si:14]([CH3:15])([CH3:16])[CH3:17])([CH3:18])[CH3:19].[K+:20].[N:1]1=[c:9]2[c:4]([cH:5][cH:6][cH:7][cH:8]2)=[CH:3][C:2]1=[O:10]>>[N:1]1=[c:9]2[c:4]([cH:5][cH:6][cH:7][cH:8]2)=[C:3]([OH:25])[C:2]1=[O:10]. Starting materials: Cl.BrC1=CC=C(C=C1)NN (4-bromophenylhydrazine hydrochloride), CCN(C(C)C)C(C)C (DIPEA), C(C)OC(C(=CN(C)C)C(=O)C1CC1)=O (Ethyl-2-(cyclopropanecarbonyl)-3-dimethylamino-prop-2-enoate). Solvent: C(C)O (ethanol). The product is BrC1=CC=C(C=C1)N1N=CC(=C1C1CC1)C(=O)OCC (ethyl 1-(4-bromophenyl)-5-cyclopropyl-pyrazole-4-carboxylate). RXN SMILES: [CH2:1]([O:3][C:4](=[O:15])[C:5]([C:10]([CH:12]1[CH2:14][CH2:13]1)=O)=[CH:6][N:7](C)C)[CH3:2].Cl.[Br:17][C:18]1[CH:23]=[CH:22][C:21]([NH:24]N)=[CH:20][CH:19]=1.CCN(C(C)C)C(C)C>C(O)C>[Br:17][C:18]1[CH:23]=[CH:22][C:21]([N:24]2[C:10]([CH:12]3[CH2:14][CH2:13]3)=[C:5]([C:4]([O:3][CH2:1][CH3:2])=[O:15])[CH:6]=[N:7]2)=[CH:20][CH:19]=1 |f:1.2|. Procedure: Ethyl-2-(cyclopropanecarbonyl)-3-dimethylamino-prop-2-enoate (Intermediate#32) (316 mg, 1.5 mmol) was dissolved in ethanol (5 mL). 4-bromophenylhydrazine hydrochloride (335 mg, 1.5 mmol) and DIPEA (264 μL, 1.5 mmol) were added and the mixture was heated to reflux for 2 h. The reaction mixture was cooled to ambient and evaporated under reduced pressure. The residue was dissolved in DCM (10 mL) washed with water and poured through a phase separating tube. The product was recovered from the filtrat... The reactants are CN=C(NCC(OC)OC)SC, CC(C)O, I, NCCN1CCC(Nc2nc3ccccc3n2Cc2ccc(F)cc2)CC1. Product: CN=C(NCCN1CCC(Nc2nc3ccccc3n2Cc2ccc(F)cc2)CC1)NCC(OC)OC, I. As a reaction SMILES: [CH3:2][O:3][CH:4]([CH2:5][NH:6][C:7](=[N:8][CH3:9])[S:10][CH3:11])[O:12][CH3:13].[CH3:41][CH:42]([OH:43])[CH3:44].[IH:1].[NH2:14][CH2:15][CH2:16][N:17]1[CH2:18][CH2:19][CH:20]([NH:23][c:24]2[n:25][c:26]3[c:27]([n:28]2[CH2:29][c:30]2[cH:31][cH:32][c:33]([F:36])[cH:34][cH:35]2)[cH:37][cH:38][cH:39][cH:40]3)[CH2:21][CH2:22]1>>[CH3:2][O:3][CH:4]([CH2:5][NH:6][C:7](=[N:8][CH3:9])[NH:14][CH2:15][CH2:16][N:17]1[CH2:18][CH2:19][CH:20]([NH:23][c:24]2[n:25][c:26]3[c:27]([n:28]2[CH2:29][c:30]2[cH:31][cH:32][c:33]([F:36])[cH:34][cH:35]2)[cH:37][cH:38][cH:39][cH:40]3)[CH2:21][CH2:22]1)[O:12][CH3:13].[IH:1]. Starting materials: BrC=1C=CC(=C(C1)[C@]1(NC(COC(C1(F)F)(C)C)=O)C)F ((R)-5-(5-bromo-2-fluorophenyl)-6,6-difluoro-5,7,7-trimethyl-1,4-oxazepan-3-one), NC=1C=CC(=NC1)Cl (5-amino-2-chloropyridine). Product: ClC1=CC=C(C=N1)NC=1C=CC(=C(C1)[C@]1(NC(COC(C1(F)F)(C)C)=O)C)F ((R)-5-(5-(6-chloropyridin-3-ylamino)-2-fluorophenyl)-6,6-difluoro-5,7,7-trimethyl-1,4-oxazepan-3-one). The yield is 32.7%. As a reaction SMILES: Br[C:2]1[CH:3]=[CH:4][C:5]([F:21])=[C:6]([C@:8]2([CH3:20])[C:14]([F:16])([F:15])[C:13]([CH3:18])([CH3:17])[O:12][CH2:11][C:10](=[O:19])[NH:9]2)[CH:7]=1.[NH2:22][C:23]1[CH:24]=[CH:25][C:26]([Cl:29])=[N:27][CH:28]=1>>[Cl:29][C:26]1[N:27]=[CH:28][C:23]([NH:22][C:2]2[CH:3]=[CH:4][C:5]([F:21])=[C:6]([C@:8]3([CH3:20])[C:14]([F:16])([F:15])[C:13]([CH3:18])([CH3:17])[O:12][CH2:11][C:10](=[O:19])[NH:9]3)[CH:7]=2)=[CH:24][CH:25]=1. Reported procedure: Prepared in an analogous manner as described for intermediate A9A or A13A from (R)-5-(5-bromo-2-fluorophenyl)-6,6-difluoro-5,7,7-trimethyl-1,4-oxazepan-3-one (intermediate A16B) (200 mg, 546 μmol) and commercially available 5-amino-2-chloropyridine [CAS no 5350-93-6] (140 mg, 1.09 mmol). The (R)-5-(5-(6-chloropyridin-3-ylamino)-2-fluorophenyl)-6,6-difluoro-5,7,7-trimethyl-1,4-oxazepan-3-one (74 mg, 32.7%) was obtained as a light brown foam. MS (ISP): m/z=414.2 [(M+H)+] and 416.2 [(M+2+H)+]. Reactants: C(C1=CC=CC=C1)O[C@@H]1[C@H](O[C@@]([C@@H]([C@H]1OCC1=CC=CC=C1)OCC1=CC=CC=C1)(OC)C1=CC(=C(C=C1)Cl)CC1=CC=C(C=C1)OC(F)(F)F)CO[Si](C)(C)C(C)(C)C ([[(2R,3R,4S,5R,6S)-3,4,5-tribenzyloxy-6-[4-chloro-3-[[4-(trifluoromethoxy)phenyl]methyl]phenyl]-6-methoxy-tetrahydropyran-2-yl]methoxy]tert-butyl-dimethyl-silane), C(C)(=O)Cl (acetyl chloride). Run in CO (methanol). Conditions: time 1.5 hour. Yields the product C(C1=CC=CC=C1)O[C@@H]1[C@H](O[C@@]([C@@H]([C@H]1OCC1=CC=CC=C1)OCC1=CC=CC=C1)(OC)C1=CC(=C(C=C1)Cl)CC1=CC=C(C=C1)OC(F)(F)F)CO ([(2R,3R,4S,5R,6S)-3,4,5-tribenzyloxy-6-[4-chloro-3-[[4-(trifluoromethoxy)phenyl]methyl]phenyl]-6-methoxy-tetrahydropyran-2-yl]methanol). Yield: 60.5%. RXN SMILES: [CH2:1]([O:8][C@H:9]1[C@H:14]([O:15][CH2:16][C:17]2[CH:22]=[CH:21][CH:20]=[CH:19][CH:18]=2)[C@@H:13]([O:23][CH2:24][C:25]2[CH:30]=[CH:29][CH:28]=[CH:27][CH:26]=2)[C@@:12]([C:33]2[CH:38]=[CH:37][C:36]([Cl:39])=[C:35]([CH2:40][C:41]3[CH:46]=[CH:45][C:44]([O:47][C:48]([F:51])([F:50])[F:49])=[CH:43][CH:42]=3)[CH:34]=2)([O:31][CH3:32])[O:11][C@@H:10]1[CH2:52][O:53][Si](C(C)(C)C)(C)C)[C:2]1[CH:7]=[CH:6][CH:5]=[CH:4][CH:3]=1.C(Cl)(=O)C>CO>[CH2:1]([O:8][C@H:9]1[C@H:14]([O:15][CH2:16][C:17]2[CH:22]=[CH:21][CH:20]=[CH:19][CH:18]=2)[C@@H:13]([O:23][CH2:24][C:25]2[CH:30]=[CH:29][CH:28]=[CH:27][CH:26]=2)[C@@:12]([C:33]2[CH:38]=[CH:37][C:36]([Cl:39])=[C:35]([CH2:40][C:41]3[CH:42]=[CH:43][C:44]([O:47][C:48]([F:50])([F:51])[F:49])=[CH:45][CH:46]=3)[CH:34]=2)([O:31][CH3:32])[O:11][C@@H:10]1[CH2:52][OH:53])[C:2]1[CH:3]=[CH:4][CH:5]=[CH:6][CH:7]=1. Reported procedure: [[(2R,3R,4S,5R,6S)-3,4,5-tribenzyloxy-6-[4-chloro-3-[[4-(trifluoromethoxy)phenyl]methyl]phenyl]-6-methoxy-tetrahydropyran-2-yl]methoxy]tert-butyl-dimethyl-silane 6k (2.32 g, 2.69 mmol) was dissolved in 12 mL methanol, followed by addition of acetyl chloride (16 μL, 0.40 mmol). The reaction mixture was stirred for 1.5 hours. Thereafter, the reaction mixture was concentrated under reduced pressure and the resulting residue was purified by silica gel chromatography with elution system B to obtain t... Reactants: NC=1C(=NC=C(C1)CC1=CC=C(C=C1)F)C(=O)OCC (ethyl 3-amino-5-[(4-fluorophenyl)methyl]-2-pyridinecarboxylate), O=CCNC(OC(C)(C)C)=O (t-butyl N-(2-oxoethyl)carbamate). Product: CC(C)(C)OC(=O)NCCNC=1C(=NC=C(C1)CC1=CC=C(C=C1)F)C(=O)OCC (Ethyl 3-{[2-({[(1,1-dimethylethyl)oxy]carbonyl}amino)ethyl]amino}-5-[(4-fluorophenyl)methyl]-2-pyridinecarboxylate). RXN SMILES: [NH2:1][C:2]1[C:3]([C:16]([O:18][CH2:19][CH3:20])=[O:17])=[N:4][CH:5]=[C:6]([CH2:8][C:9]2[CH:14]=[CH:13][C:12]([F:15])=[CH:11][CH:10]=2)[CH:7]=1.O=[CH:22][CH2:23][NH:24][C:25](=[O:31])[O:26][C:27]([CH3:30])([CH3:29])[CH3:28]>>[CH3:28][C:27]([O:26][C:25]([NH:24][CH2:23][CH2:22][NH:1][C:2]1[C:3]([C:16]([O:18][CH2:19][CH3:20])=[O:17])=[N:4][CH:5]=[C:6]([CH2:8][C:9]2[CH:10]=[CH:11][C:12]([F:15])=[CH:13][CH:14]=2)[CH:7]=1)=[O:31])([CH3:30])[CH3:29]. Procedure details: This compound was prepared from ethyl 3-amino-5-[(4-fluorophenyl)methyl]-2-pyridinecarboxylate and t-butyl N-(2-oxoethyl)carbamate employing methods similar to those described in Example 202 and was obtained as a white solid. 1H NMR (400 MHz, CDCl3) δ 7.88 (d, J=1.4 Hz, 1 H), 7.80 (br, 1 H), 7.13 (dd, J=7.9, 5.8 Hz, 2 H), 6.98-6.93 (m, 3 H), 4.85 (br, 1 H), 4.38 (q, J=7.1 Hz, 2 H), 3.90 (s, 2 H), 3.30 (m, 4 H), 1.43-1.38 (m, 12 H); MS m/z 418 (M+H)+. Starting materials: CNC(COC1=C(C(=CC=C1)C)C)C (N-methyl-2-(2,3-dimethylphenoxy)-1-methylethylamine), CS(=O)(=O)NC1=CC=C(C=C1)CC(=O)O (4-(Methanesulfonamido)phenylacetic acid), CN1CCOCC1 (4-methylmorpholine), ClC(=O)OCC(C)C (isobutyl chloroformate). The solvent is C(C)N(CC)CC (triethylamine), CN(C=O)C (DMF), CN(C=O)C (N,N-dimethylformamide). Run at temperature -10 celsius, time 1 hour. Yields the product CC1=C(OCC(C)N(C(CC2=CC=C(C=C2)NS(=O)(=O)C)=O)C)C=CC=C1C (N-[2-(2,3-Dimethylphenoxy)-1-methylethyl)-N-methyl-2-(4-methanesulfonamido-phenyl)-acetamide). The yield is 80.0%. As a reaction SMILES: [CH3:1][S:2]([NH:5][C:6]1[CH:11]=[CH:10][C:9]([CH2:12][C:13]([OH:15])=O)=[CH:8][CH:7]=1)(=[O:4])=[O:3].CN1CCOCC1.ClC(OCC(C)C)=O.[CH3:31][NH:32][CH:33]([CH3:44])[CH2:34][O:35][C:36]1[CH:41]=[CH:40][CH:39]=[C:38]([CH3:42])[C:37]=1[CH3:43]>CN(C)C=O.C(N(CC)CC)C>[CH3:43][C:37]1[C:38]([CH3:42])=[CH:39][CH:40]=[CH:41][C:36]=1[O:35][CH2:34][CH:33]([N:32]([CH3:31])[C:13](=[O:15])[CH2:12][C:9]1[CH:8]=[CH:7][C:6]([NH:5][S:2]([CH3:1])(=[O:3])=[O:4])=[CH:11][CH:10]=1)[CH3:44]. Reported procedure: To a solution containing 0.80 g (3.5 mmol) of 4-methanesulfonamido-phenylacetic acid (Example 32) in 20 ml of N,N-dimethylformamide (DMF) 0.46 ml (0.42 g, 4,2 mmol) of 4-methylmorpholine is added, the mixture is cooled to −10° C. and 0.65 ml (0.70 g, 5 mmol) of isobutyl chloroformate is added. After 10 minutes a solution containing 0.68 g (3.5 mmol) of N-methyl-2-(2,3-dimethylphenoxy)-1-methylethylamine (Example 44) in 3 ml of DMF pre-cooled to −10° C. is added, then the pH value of the mixture ...